This data is from the Open Reaction Database (ORD), a public repository of structured organic reaction records. The task is: describe an organic reaction: reactants, conditions, products, and yield Reactants: title compounds, BrC1=C(CNC(C(OC)OC)=O)C=CC=C1 (N-(2-bromobenzyl)-2,2-dimethoxyacetamide), BrC1=C2C=C(N=CC2=CC=C1)O (5-bromoisoquinolin-3-ol), BrC1=CC=C2C=C(N=CC2=C1)O (7-bromoisoquinolin-3-ol). Product: BrC=1C=CC=C2C=C(N=CC12)O (8-Bromoisoquinolin-3-ol). As a reaction SMILES: BrC1C=CC=C2C=1C=C(O)N=C2.BrC1C=C2C(C=C(O)N=C2)=CC=1.[Br:25][C:26]1[CH:40]=[CH:39][CH:38]=[CH:37][C:27]=1[CH2:28][NH:29][C:30](=[O:36])[CH:31](OC)OC>>[Br:25][C:26]1[CH:40]=[CH:39][CH:38]=[C:37]2[C:27]=1[CH:28]=[N:29][C:30]([OH:36])=[CH:31]2. Reported procedure: The title compounds was obtained as a yellow solid following the procedure for 5-bromoisoquinolin-3-ol and 7-bromoisoquinolin-3-ol, using N-(2-bromobenzyl)-2,2-dimethoxyacetamide. MS (ES+): m/z=224.04/226.03 [MH+]. HPLC: tR=2.39 min (ZQ2, polar—5 min).